This data is from the Open Reaction Database (ORD), a public repository of structured organic reaction records. The task is: describe an organic reaction: reactants, conditions, products, and yield Starting materials: ClC1=CC=C(C=C1)C1(CC1)C(=O)N1C[C@]2(CC1)OC(C1=C2C=CC=C1)=O ((1R)-1′-{[1-(4-chlorophenyl)cyclopropyl]carbonyl}-3H-spiro[2-benzofuran-1,3′-pyrrolidin]-3-one), N1=CN=CC(=C1)B(O)O (pyrimidin-5-ylboronic acid), C(C)(C)(C)P(C(C)(C)C)C(C)(C)C (tri-tert-butylphosphine), C([O-])([O-])=O.[Cs+].[Cs+] (cesium carbonate), O1CCOCC1 (1,4-dioxane). The reagents and catalysts are C=1C=CC(=CC1)/C=C/C(=O)/C=C/C2=CC=CC=C2.C=1C=CC(=CC1)/C=C/C(=O)/C=C/C2=CC=CC=C2.C=1C=CC(=CC1)/C=C/C(=O)/C=C/C2=CC=CC=C2.[Pd].[Pd] (tris(dibenzylidene acetone)dipalladium(0)). The product is N1=CN=CC(=C1)C1=CC=C(C=C1)C1(CC1)C(=O)N1C[C@]2(CC1)OC(C1=C2C=CC=C1)=O ((1R)-1′-{[1-(4-Pyrimidin-5-ylphenyl)cyclopropyl]carbonyl}-3H-spiro[2-benzofuran-1,3′-pyrrolidin]-3-one). Reaction SMILES: Cl[C:2]1[CH:7]=[CH:6][C:5]([C:8]2([C:11]([N:13]3[CH2:17][CH2:16][C@@:15]4([C:21]5[CH:22]=[CH:23][CH:24]=[CH:25][C:20]=5[C:19](=[O:26])[O:18]4)[CH2:14]3)=[O:12])[CH2:10][CH2:9]2)=[CH:4][CH:3]=1.[N:27]1[CH:32]=[C:31](B(O)O)[CH:30]=[N:29][CH:28]=1.C(P(C(C)(C)C)C(C)(C)C)(C)(C)C.C(=O)([O-])[O-].[Cs+].[Cs+].O1CCOCC1>C1C=CC(/C=C/C(/C=C/C2C=CC=CC=2)=O)=CC=1.C1C=CC(/C=C/C(/C=C/C2C=CC=CC=2)=O)=CC=1.C1C=CC(/C=C/C(/C=C/C2C=CC=CC=2)=O)=CC=1.[Pd].[Pd]>[N:27]1[CH:32]=[C:31]([C:2]2[CH:3]=[CH:4][C:5]([C:8]3([C:11]([N:13]4[CH2:17][CH2:16][C@@:15]5([C:21]6[CH:22]=[CH:23][CH:24]=[CH:25][C:20]=6[C:19](=[O:26])[O:18]5)[CH2:14]4)=[O:12])[CH2:10][CH2:9]3)=[CH:6][CH:7]=2)[CH:30]=[N:29][CH:28]=1 |f:3.4.5,7.8.9.10.11|. Reported procedure: A mixture of (1R)-1′-{[1-(4-chlorophenyl)cyclopropyl]carbonyl}-3H-spiro[2-benzofuran-1,3′-pyrrolidin]-3-one (15.0 mg, 0.0000408 mol, prepared by a procedure analogous to that in step 1 of example 173), pyrimidin-5-ylboronic acid (5.6 mg, 0.000045 mol), tris(dibenzylidene acetone)dipalladium(0) (2 mg, 0.000002 mol), and tri-tert-butylphosphine (0.8 mg, 0.000004 mol), cesium carbonate (16 mg, 0.000049 mol) in 1,4-dioxane (1.0 mL, 0.013 mol) was microwave irradiated at 90° C. for 30 minutes. The cr... Reactants: CCNC(=O)Nc1nc2cccc(Sc3ccccc3)c2s1, ClCCl, O=C(OO)c1cccc(Cl)c1. Yields the product CCNC(=O)Nc1nc2cccc(S(=O)c3ccccc3)c2s1. RXN SMILES: [CH2:1]([CH3:2])[NH:3][C:4](=[O:5])[NH:6][c:7]1[s:8][c:9]2[c:10]([n:11]1)[cH:12][cH:13][cH:14][c:15]2[S:16][c:17]1[cH:18][cH:19][cH:20][cH:21][cH:22]1.[Cl:34][CH2:35][Cl:36].[OH:23][O:24][C:25]([c:26]1[cH:27][c:28]([Cl:29])[cH:30][cH:31][cH:32]1)=[O:33]>>[CH2:1]([CH3:2])[NH:3][C:4](=[O:5])[NH:6][c:7]1[s:8][c:9]2[c:10]([n:11]1)[cH:12][cH:13][cH:14][c:15]2[S:16]([c:17]1[cH:18][cH:19][cH:20][cH:21][cH:22]1)=[O:23]. The solvent is C1CCOC1 (THF). The product is CN(C)CC1=CC=C(C=C1)C(CN(C(OC(C)(C)C)=O)C)O (tert-Butyl 2-{4-[(dimethylamino)methyl]phenyl}-2-hydroxyethyl(methyl)carbamate). Reaction SMILES: [CH3:1][N:2]([CH3:10])[C:3](=[O:9])[O:4][C:5]([CH3:8])([CH3:7])[CH3:6].CN(C)CCN(C)C.C([Li])(CC)C.[CH3:24][N:25]([CH2:27][C:28]1[CH:35]=[CH:34][C:31]([CH:32]=[O:33])=[CH:30][CH:29]=1)[CH3:26].[Cl-].[NH4+]>C1COCC1>[CH3:26][N:25]([CH2:27][C:28]1[CH:35]=[CH:34][C:31]([CH:32]([OH:33])[CH2:1][N:2]([CH3:10])[C:3](=[O:9])[O:4][C:5]([CH3:8])([CH3:7])[CH3:6])=[CH:30][CH:29]=1)[CH3:24] |f:4.5|. Starting materials: CN(C)CC1=CC=C(C=O)C=C1 (4-[(dimethylamino)methyl]benzaldehyde), [Cl-].[NH4+] (ammonium chloride), CN(C(OC(C)(C)C)=O)C (tert-butyl dimethylcarbamate), CN(CCN(C)C)C (tetramethylethylenediamine), C(C)(CC)[Li] (sec-butyllithium). Yield: 76.3%. Reported procedure: To a solution of tert-butyl dimethylcarbamate (350 mg, 2.4 mmol) and tetramethylethylenediamine (511 mg, 4.4 mmol) in THF (anhydrous, 10 mL) was added sec-butyllithium (1.4 M in cyclohexane, 2.2 mL, 3.1 mmol) at −78° C. The mixture was stirred at that temperature for 1 hour before 4-[(dimethylamino)methyl]benzaldehyde (J.Heterocycl.Chem.; 26; 1989; 1325-1330)(280 mg, 1.7 mmol) was introduced. The reaction mixture was stirred for 2 hours, warmed to room temperature and stirred for 1 hour. Saturat... Conditions: time 2 hour. Reactants: CN(C)C=O, [Cl-], Cc1cc(Cl)cc(C#N)n1, OCC(F)(F)F, [H-], [NH4+], [Na+]. The product is Cc1cc(OCC(F)(F)F)cc(C#N)n1. Reaction SMILES: [CH3:21][N:22]([CH3:23])[CH:24]=[O:25].[Cl-:19].[Cl:9][c:10]1[cH:11][c:12]([C:17]#[N:18])[n:13][c:14]([CH3:16])[cH:15]1.[F:3][C:4]([CH2:5][OH:6])([F:7])[F:8].[H-:1].[NH4+:20].[Na+:2]>>[F:3][C:4]([CH2:5][O:6][c:10]1[cH:11][c:12]([C:17]#[N:18])[n:13][c:14]([CH3:16])[cH:15]1)([F:7])[F:8]. The reactants are C1(=CC=CC=C1)C#CC=1C=CC(=NC1)CO ((5-phenylethynyl-pyridin-2-yl)-methanol), CC1C(NCC1)=O (rac-3-methyl-pyrrolidin-2-one). The product is CC1C(N(CC1)CC1=NC=C(C=C1)C#CC1=CC=CC=C1)=O (rac-3-Methyl-1-(5-phenylethynyl-pyridin-2-ylmethyl)-pyrrolidin-2-one). RXN SMILES: [C:1]1([C:7]#[C:8][C:9]2[CH:10]=[CH:11][C:12]([CH2:15]O)=[N:13][CH:14]=2)[CH:6]=[CH:5][CH:4]=[CH:3][CH:2]=1.[CH3:17][CH:18]1[CH2:22][CH2:21][NH:20][C:19]1=[O:23]>>[CH3:17][CH:18]1[CH2:22][CH2:21][N:20]([CH2:15][C:12]2[CH:11]=[CH:10][C:9]([C:8]#[C:7][C:1]3[CH:2]=[CH:3][CH:4]=[CH:5][CH:6]=3)=[CH:14][N:13]=2)[C:19]1=[O:23]. Procedure details: The title compound, light yellow oil, MS: m/e=291.1 (M+H+), can be prepared in accordance with the general method of example 31, step 2 from (5-phenylethynyl-pyridin-2-yl)-methanol (example 31, step 1) and rac-3-methyl-pyrrolidin-2-one. Reactants: Cl.NC(C(=O)C1=CC=CC=C1)C1=C(C=NC=C1)OC (2-amino-3-methoxy-2-(4-pyridyl)acetophenone hydrochloride), C(C)(=O)OC(C)=O (acetic anhydride), N1=CC=CC=C1 (pyridine), O (H2O). Reaction conditions: time 45 minute. The product is C(C)(=O)NC(C(=O)C1=CC(=CC=C1)OC)C1=CC=NC=C1 (2-Acetamido-1-(3-methoxyphenyl)-2-(4-pyridyl)ethanone), oil. As a reaction SMILES: Cl.[NH2:2][CH:3]([C:12]1[CH:17]=[CH:16][N:15]=[CH:14][C:13]=1OC)[C:4]([C:6]1[CH:11]=[CH:10][CH:9]=[CH:8][CH:7]=1)=[O:5].[C:20](OC(=O)C)(=[O:22])C.[OH2:27].N1[CH:33]=[CH:32]C=CC=1>>[C:32]([NH:2][CH:3]([C:12]1[CH:13]=[CH:14][N:15]=[CH:16][CH:17]=1)[C:4]([C:6]1[CH:7]=[CH:8][CH:9]=[C:10]([O:22][CH3:20])[CH:11]=1)=[O:5])(=[O:27])[CH3:33] |f:0.1|. Reported procedure: To a solution of 2-amino-3-methoxy-2-(4-pyridyl)acetophenone hydrochloride (0.5 g, 1.8 mmol) in pyridine (8 mL) was added acetic anhydride (1 mL). The mixture was stirred at rt for 45 min, then poured into H2O. The layers were separated and the aqueous layer was extracted with CH2Cl2. The combined organic layers were washed with sat'd NaCl, then dried over MgSO4. Evaporation of solvent gave a red oil which was purified by flash chromatography, eluting with a solvent gradient of 0-4% MeOH/CHCl3. ... Reactants: C(=O)(OCC)C(CCCCCC=1C(CCC1)=O)CC (2-(6-carbethoxyoctyl)cyclopent-2-en-1-one), C(C)C(C(=O)OCC)C(=O)OCC (diethyl ethylmalonate). The product is C(=O)(OCC)C(CCCCCC=1C(CCC1)=O)C (2-(6-carbethoxy-heptyl)cyclopent-2-en-1-one). Reaction SMILES: [C:1]([CH:6]([CH2:18]C)[CH2:7][CH2:8][CH2:9][CH2:10][CH2:11][C:12]1[C:13](=[O:17])[CH2:14][CH2:15][CH:16]=1)([O:3][CH2:4][CH3:5])=[O:2].C(C(C(OCC)=O)C(OCC)=O)C>>[C:1]([CH:6]([CH3:18])[CH2:7][CH2:8][CH2:9][CH2:10][CH2:11][C:12]1[C:13](=[O:17])[CH2:14][CH2:15][CH:16]=1)([O:3][CH2:4][CH3:5])=[O:2]. Procedure details: This cyclopentenone is prepared by the procedure described in Belgium Pat. No. 786,215 (Jan. 15, 1973) for the preparation of 2-(6-carbethoxyoctyl)cyclopent-2-en-1-one by substituting diethyl methylmalonate for diethyl ethylmalonate. Reactants: [Si](C)(C)(C(C)(C)C)OCC1(CC=2N(CCS1)C(=NN2)C2(CC2)C2=CC=C(C=C2)B2OC(C(O2)(C)C)(C)C)C (8-({[Tert-butyl(dimethyl)silyl]oxy}methyl)-8-methyl-3-{1-[4-(4,4,5,5-tetramethyl-1,3,2-dioxaborolan-2-yl)phenyl]cyclopropyl}-5,6,8,9-tetrahydro[1,2,4]triazolo[4,3-d][1,4]thiazepine), BrC=1C=NC=NC1 (5-bromopyrimidine), C([O-])([O-])=O.[K+].[K+] (potassium carbonate), C(O)([O-])=O.[Na+] (sodium hydrogencarbonate). Reagents/catalysts: C=1C=CC(=CC1)[P](C=2C=CC=CC2)(C=3C=CC=CC3)[Pd]([P](C=4C=CC=CC4)(C=5C=CC=CC5)C=6C=CC=CC6)([P](C=7C=CC=CC7)(C=8C=CC=CC8)C=9C=CC=CC9)[P](C=1C=CC=CC1)(C=1C=CC=CC1)C=1C=CC=CC1 (tetrakis(triphenylphosphine)palladium(0)). The solvent is C(OC)COC (dimethoxyethane), O (water). The product is CC1(CC=2N(CCS1)C(=NN2)C2(CC2)C2=CC=C(C=C2)C=2C=NC=NC2)CO ({8-Methyl-3-[1-(4-pyrimidin-5-ylphenyl)cyclopropyl]-5,6,8,9-tetrahydro[1,2,4]triazolo[4,3-d][1,4]thiazepin-8-yl}methanol). The yield is 79.5%. As a reaction SMILES: [Si]([O:8][CH2:9][C:10]1([CH3:38])[S:16][CH2:15][CH2:14][N:13]2[C:17]([C:20]3([C:23]4[CH:28]=[CH:27][C:26](B5OC(C)(C)C(C)(C)O5)=[CH:25][CH:24]=4)[CH2:22][CH2:21]3)=[N:18][N:19]=[C:12]2[CH2:11]1)(C(C)(C)C)(C)C.Br[C:40]1[CH:41]=[N:42][CH:43]=[N:44][CH:45]=1.C(=O)([O-])[O-].[K+].[K+].C(=O)([O-])O.[Na+]>C(COC)OC.O.C1C=CC([P]([Pd]([P](C2C=CC=CC=2)(C2C=CC=CC=2)C2C=CC=CC=2)([P](C2C=CC=CC=2)(C2C=CC=CC=2)C2C=CC=CC=2)[P](C2C=CC=CC=2)(C2C=CC=CC=2)C2C=CC=CC=2)(C2C=CC=CC=2)C2C=CC=CC=2)=CC=1>[CH3:38][C:10]1([CH2:9][OH:8])[S:16][CH2:15][CH2:14][N:13]2[C:17]([C:20]3([C:23]4[CH:28]=[CH:27][C:26]([C:40]5[CH:41]=[N:42][CH:43]=[N:44][CH:45]=5)=[CH:25][CH:24]=4)[CH2:21][CH2:22]3)=[N:18][N:19]=[C:12]2[CH2:11]1 |f:2.3.4,5.6,^1:67,69,88,107|. Reported procedure: A solution of the compound (555 mg, 1.0 mmol) obtained in Example 16-5), 5-bromopyrimidine (243 mg, 1.5 mmol), tetrakis(triphenylphosphine)palladium(0) (231 mg, 0.2 mmol), and potassium carbonate (276 mg, 2 mmol) in dimethoxyethane (4 mL) and water (1 mL) was stirred at 130° C. for 1.5 h under microwave irradiation. The reaction mixture was cooled to room temperature, saturated aqueous sodium hydrogencarbonate was added to the reaction mixture, the mixture was extracted with dichloromethane, and... Starting materials: ClC=1C=CC=C2C=C(C(=NC12)C1=C(C=CC=C1)C(F)(F)F)C=O (8-chloro-2-(2-trifluoromethylphenyl) quinoline-3-carbaldehyde), [BH4-].[Na+] (sodium borohydride). Solvent: C1CCOC1 (THF). Product: ClC=1C=CC=C2C=C(C(=NC12)C1=C(C=CC=C1)C(F)(F)F)CO ((8-chloro-2-(2-trifluoromethylphenyl)quinolin-3-yl)methanol). RXN SMILES: [Cl:1][C:2]1[CH:3]=[CH:4][CH:5]=[C:6]2[C:11]=1[N:10]=[C:9]([C:12]1[CH:17]=[CH:16][CH:15]=[CH:14][C:13]=1[C:18]([F:21])([F:20])[F:19])[C:8]([CH:22]=[O:23])=[CH:7]2.[BH4-].[Na+]>C1COCC1>[Cl:1][C:2]1[CH:3]=[CH:4][CH:5]=[C:6]2[C:11]=1[N:10]=[C:9]([C:12]1[CH:17]=[CH:16][CH:15]=[CH:14][C:13]=1[C:18]([F:19])([F:20])[F:21])[C:8]([CH2:22][OH:23])=[CH:7]2 |f:1.2|. Procedure details: Prepared according to Procedure B using 8-chloro-2-(2-trifluoromethylphenyl) quinoline-3-carbaldehyde (1.10 g, 3.28 mmol) and sodium borohydride (0.186 g, 4.91 mmol, 1.5 eq) in THF (15 mL). (8-chloro-2-(2-trifluoromethylphenyl)quinolin-3-yl)methanol was obtained as a white solid. 1H NMR (500 MHz, DMSO-d6) δ ppm 8.57 (1 H, s), 8.10 (1 H, dd, J=7.9, 1.2 Hz), 7.94 (2 H, t, J=6.4 Hz), 7.82 (1 H, t, J=7.6 Hz), 7.76 (1 H, t, J=7.6 Hz), 7.50-7.68 (4 H, m), 5.54 (1H, t, J=5.2 Hz), 4.45 (1 H, br d), 4.28...